This data is from the Open Reaction Database (ORD), a public repository of structured organic reaction records. The task is: describe an organic reaction: reactants, conditions, products, and yield Reactants: ClC=1C=CC(=C(C(=O)OC)C1)OC (methyl 5-chloro-2-methoxybenzoate), [OH-].[Na+] (NaOH). Run in O1CCOCC1 (dioxane). Run at time 4 hour. Yields the product ClC=1C=CC(=C(C(=O)O)C1)OC (5-Chloro-2-methoxybenzoic Acid). As a reaction SMILES: [Cl:1][C:2]1[CH:3]=[CH:4][C:5]([O:12][CH3:13])=[C:6]([CH:11]=1)[C:7]([O:9]C)=[O:8].[OH-].[Na+]>O1CCOCC1>[Cl:1][C:2]1[CH:3]=[CH:4][C:5]([O:12][CH3:13])=[C:6]([CH:11]=1)[C:7]([OH:9])=[O:8] |f:1.2|. Procedure: To a stirred solution of methyl 5-chloro-2-methoxybenzoate (23.1 g, 0.115 mol) in dioxane (300 mL) was added 2.5N NaOH (230 mL). The resulting mixture was stirred at room temperature for 4 hours, concentrated, diluted with H2O, and acidified with 2N HCl. 19.70 g (91%) of the desired product was collected by filtration as a white solid.